Dataset: the Open Reaction Database (ORD), a public repository of structured organic reaction records. Task: describe an organic reaction: reactants, conditions, products, and yield The reactants are CC1=C(COC=2C(=NC=CC2)NC(=S)NC2=CC=C(C=C2)Cl)C=CC=C1 (N-[3-(2-methylbenzyloxy)pyrid-2-yl]-N'-(4-chlorophenyl)thiourea), mercuric oxide, N (ammonia). Reaction conditions: time 48 hour. The product is CC1=C(COC=2C(=NC=CC2)NC(=N)NC2=CC=C(C=C2)Cl)C=CC=C1 (N-[3-(2-Methylbenzyloxy)pyrid-2-yl]-N'-(4-chlorophenyl)guanidine). As a reaction SMILES: [CH3:1][C:2]1[CH:26]=[CH:25][CH:24]=[CH:23][C:3]=1[CH2:4][O:5][C:6]1[C:7]([NH:12][C:13]([NH:15][C:16]2[CH:21]=[CH:20][C:19]([Cl:22])=[CH:18][CH:17]=2)=S)=[N:8][CH:9]=[CH:10][CH:11]=1.[NH3:27]>>[CH3:1][C:2]1[CH:26]=[CH:25][CH:24]=[CH:23][C:3]=1[CH2:4][O:5][C:6]1[C:7]([NH:12][C:13]([NH:15][C:16]2[CH:21]=[CH:20][C:19]([Cl:22])=[CH:18][CH:17]=2)=[NH:27])=[N:8][CH:9]=[CH:10][CH:11]=1. Procedure: A mixture of N-[3-(2-methylbenzyloxy)pyrid-2-yl]-N'-(4-chlorophenyl)thiourea (0.99 g, 0.0026 mol), yellow mercuric oxide (0.67 g, 0.003 mol) and methanolic ammonia solution (40 ml) was stirred at room temperature for 48 hours. The solvent was removed in vacuo and the black residue was boiled with chloroform and filtered hot. Evaporation of the solvent and recrystallisation from acetonitrile gave the desired product. Yield 0.59 g (62%), m.p. 158°-159 ° C. Reaction SMILES: [Br:1][C:2]1([Br:14])[C:3]([CH2:5][CH2:6][CH2:7][CH2:8][CH2:9][CH2:10][CH2:11][OH:12])([Br:13])[CH2:4]1.[CH3:20][C:21](=[O:22])[OH:23].[O:15]=[Cr:16](=[O:17])=[O:18].[OH2:19]>>[Br:1][C:2]1([Br:14])[C:3]([CH2:5][CH2:6][CH2:7][CH2:8][CH2:9][CH2:10][C:11](=[O:12])[OH:15])([Br:13])[CH2:4]1. The product is O=C(O)CCCCCCC1(Br)CC1(Br)Br. The reactants are OCCCCCCCC1(Br)CC1(Br)Br, CC(=O)O, O=[Cr](=O)=O, O. Starting materials: C(C)(C)(C)OC(NC1=C(C=C(C(=C1)N(CCC)C)C(F)(F)F)N)=O ([2-amino-5-(methyl-propyl-amino)-4-trifluoromethyl-phenyl]-carbamic acid tert-butyl ester), C(C)(C)(C)OC(CC(C1=CC(=CC=C1)C1=NC=CN=C1)=O)=O (3-oxo-3-(3-pyrazin-2-yl-phenyl)-propionic acid tert-butyl ester). Product: C(C)(C)(C)OC(NC1=C(C=C(C(=C1)N(CCC)C)C(F)(F)F)NC(CC(C1=CC(=CC=C1)C1=NC=CN=C1)=O)=O)=O ({5-(Methyl-propyl-amino)-2-[3-oxo-3-(3-pyrazin-2-yl-phenyl)-propionylamino]-4-trifluoromethyl-phenyl}-carbamic acid tert-butyl ester), foam. Yield: 61.0%. As a reaction SMILES: [C:1]([O:5][C:6](=[O:24])[NH:7][C:8]1[CH:13]=[C:12]([N:14]([CH3:18])[CH2:15][CH2:16][CH3:17])[C:11]([C:19]([F:22])([F:21])[F:20])=[CH:10][C:9]=1[NH2:23])([CH3:4])([CH3:3])[CH3:2].C([O:29][C:30](=O)[CH2:31][C:32](=[O:45])[C:33]1[CH:38]=[CH:37][CH:36]=[C:35]([C:39]2[CH:44]=[N:43][CH:42]=[CH:41][N:40]=2)[CH:34]=1)(C)(C)C>>[C:1]([O:5][C:6](=[O:24])[NH:7][C:8]1[CH:13]=[C:12]([N:14]([CH3:18])[CH2:15][CH2:16][CH3:17])[C:11]([C:19]([F:22])([F:21])[F:20])=[CH:10][C:9]=1[NH:23][C:30](=[O:29])[CH2:31][C:32](=[O:45])[C:33]1[CH:38]=[CH:37][CH:36]=[C:35]([C:39]2[CH:44]=[N:43][CH:42]=[CH:41][N:40]=2)[CH:34]=1)([CH3:2])([CH3:3])[CH3:4]. Procedure: The title compound was prepared from [2-amino-5-(methyl-propyl-amino)-4-trifluoromethyl-phenyl]-carbamic acid tert-butyl ester (Example J17) (347 mg, 1.0 mmol) and 3-oxo-3-(3-pyrazin-2-yl-phenyl)-propionic acid tert-butyl ester (Example K14) (298 mg, 1.0 mmol) according to the general procedure M. Obtained as a light red foam (350 mg, 61%). Starting materials: NC=1C(=C(C2=C(C[C@@](O2)(C)CN2CCC(CC2)NC(C2=CC=CC=C2)C2=CC=CC=C2)C1C)C)C ((S)-1-[(5-amino-2,3-dihydro-2,4,6,7-tetramethylbenzofuran-2-yl)methyl]-N-(diphenylmethyl)-4-piperidinamine), S(O)(O)(=O)=O (sulfuric acid). Yields the product S(=O)(=O)(O)O.NC=1C(=C(C2=C(C[C@@](O2)(C)CN2CCC(CC2)NC(C2=CC=CC=C2)C2=CC=CC=C2)C1C)C)C ((S)-1-[(5-Amino-2,3-dihydro-2,4,6,7-tetramethylbenzofuran-2-yl)methyl]-N-(diphenylmethyl)-4-piperidinamine sulfate). The yield is 68.0%. As a reaction SMILES: [NH2:1][C:2]1[C:3]([CH3:35])=[C:4]([CH3:34])[C:5]2[O:9][C@@:8]([CH2:11][N:12]3[CH2:17][CH2:16][CH:15]([NH:18][CH:19]([C:26]4[CH:31]=[CH:30][CH:29]=[CH:28][CH:27]=4)[C:20]4[CH:25]=[CH:24][CH:23]=[CH:22][CH:21]=4)[CH2:14][CH2:13]3)([CH3:10])[CH2:7][C:6]=2[C:32]=1[CH3:33].[S:36](=[O:40])(=[O:39])([OH:38])[OH:37]>>[S:36]([OH:40])([OH:39])(=[O:38])=[O:37].[NH2:1][C:2]1[C:3]([CH3:35])=[C:4]([CH3:34])[C:5]2[O:9][C@@:8]([CH2:11][N:12]3[CH2:17][CH2:16][CH:15]([NH:18][CH:19]([C:20]4[CH:25]=[CH:24][CH:23]=[CH:22][CH:21]=4)[C:26]4[CH:27]=[CH:28][CH:29]=[CH:30][CH:31]=4)[CH2:14][CH2:13]3)([CH3:10])[CH2:7][C:6]=2[C:32]=1[CH3:33] |f:2.3|. Procedure details: Using (S)-1-[(5-amino-2,3-dihydro-2,4,6,7-tetramethylbenzofuran-2-yl)methyl]-N-(diphenylmethyl)-4-piperidinamine and 2N-sulfuric acid, the procedure of Example 57 was otherwise repeated to provide the title compound. Yield 68% As a reaction SMILES: [H-].COCCO[Al+]OCCOC.[Na+].[H-].N1CCOCC1.[CH3:21][O:22][C:23]1[CH:28]=[C:27]([O:29][CH3:30])[N:26]=[C:25]([NH:31][C:32]([NH:34][S:35]([C:38]2[CH:43]=[CH:42][CH:41]=[CH:40][C:39]=2[C:44](OC)=[O:45])(=[O:37])=[O:36])=[O:33])[N:24]=1.Cl>O1CCCC1>[CH3:21][O:22][C:23]1[CH:28]=[C:27]([O:29][CH3:30])[N:26]=[C:25]([NH:31][C:32]([NH:34][S:35]([C:38]2[CH:43]=[CH:42][CH:41]=[CH:40][C:39]=2[CH:44]=[O:45])(=[O:37])=[O:36])=[O:33])[N:24]=1 |f:0.1.2.3|. Reaction conditions: temperature -40 celsius. The reactants are Cl (hydrochloric acid), [H-].COCCO[Al+]OCCOC.[Na+].[H-] (sodium bis(2-methoxyethoxy)aluminum hydride), N1CCOCC1 (morpholine), COC1=NC(=NC(=C1)OC)NC(=O)NS(=O)(=O)C1=C(C=CC=C1)C(=O)OC (N-[(4,6-dimethoxypyrimidin-2-yl)aminocarbonyl]-2-methoxycarbonylbenzenesulfonamide). Procedure details: A mixture of 3.0 g of sodium bis(2-methoxyethoxy)aluminum hydride and 0.9 g of morpholine in 25 ml of dry tetrahydrofuran was cooled to -40° C. and 1.0 g of N-[(4,6-dimethoxypyrimidin-2-yl)aminocarbonyl]-2-methoxycarbonylbenzenesulfonamide was added. The resulting clear homogeneous solution was allowed to warm to room temperature over a period of 2 hours. Dilute hydrochloric acid was added and the mixture was extracted with methylene chloride. The organic extracts were washed, dried and evaporat... Run in O1CCCC1 (tetrahydrofuran). The product is COC1=NC(=NC(=C1)OC)NC(=O)NS(=O)(=O)C1=C(C=CC=C1)C=O (N-[(4,6-Dimethoxypyrimidin-2-yl)aminocarbonyl]-2-formylbenzenesulfonamide). Reported procedure: 4-Piperidin-4-yl-1,3-dihydroindol-2-one (45 mg, 0.2 mmol) was condensed with 3-(5-formyl-2,4-dimethyl-1H-pyrrol-3-yl)-propionic acid (43 mg, 0.23 mmol) to give the title compound. RXN SMILES: [NH:1]1[CH2:6][CH2:5][CH:4]([C:7]2[CH:15]=[CH:14][CH:13]=[C:12]3[C:8]=2[CH2:9][C:10](=[O:16])[NH:11]3)[CH2:3][CH2:2]1.[CH:17]([C:19]1[NH:23][C:22]([CH3:24])=[C:21]([CH2:25][CH2:26][C:27]([OH:29])=[O:28])[C:20]=1[CH3:30])=O>>[CH3:24][C:22]1[NH:23][C:19]([CH:17]=[C:9]2[C:8]3[C:12](=[CH:13][CH:14]=[CH:15][C:7]=3[CH:4]3[CH2:3][CH2:2][NH:1][CH2:6][CH2:5]3)[NH:11][C:10]2=[O:16])=[C:20]([CH3:30])[C:21]=1[CH2:25][CH2:26][C:27]([OH:29])=[O:28]. The product is CC=1NC(=C(C1CCC(=O)O)C)C=C1C(NC2=CC=CC(=C12)C1CCNCC1)=O (3-[2,4-Dimethyl-5-(2-oxo-4-piperidin-4-yl-1,2-dihydroindol-3-ylidenemethyl)-1H-pyrrol-3-yl]-propionic Acid). Starting materials: N1CCC(CC1)C1=C2CC(NC2=CC=C1)=O (4-Piperidin-4-yl-1,3-dihydroindol-2-one), C(=O)C1=C(C(=C(N1)C)CCC(=O)O)C (3-(5-formyl-2,4-dimethyl-1H-pyrrol-3-yl)-propionic acid). Reactants: Cl.N[C@H](C)C(=O)N (D-Alaninamide hydrochloride), C(=O)(OCC1C2=CC=CC=C2C2=CC=CC=C12)Cl (FMOC chloride). Solvent: C([O-])([O-])=O.[Na+].[Na+] (sodium carbonate), O1CCOCC1 (dioxan), O1CCOCC1 (dioxane), O (water). Run at time 8 hour. Product: NC([C@@H](C)NC(OCC1C2=CC=CC=C2C=2C=CC=CC12)=O)=O ([(1R)-2-amino-1-methyl-2-oxoethyl]carbamic acid, 9H-fluoren-9-ylmethyl ester). Yield: 120.4%. Reaction SMILES: Cl.[NH2:2][C@@H:3]([C:5]([NH2:7])=[O:6])[CH3:4].[C:8](Cl)([O:10][CH2:11][CH:12]1[C:24]2[C:19](=[CH:20][CH:21]=[CH:22][CH:23]=2)[C:18]2[C:13]1=[CH:14][CH:15]=[CH:16][CH:17]=2)=[O:9]>C(=O)([O-])[O-].[Na+].[Na+].O1CCOCC1.O>[NH2:7][C:5](=[O:6])[C@H:3]([NH:2][C:8](=[O:9])[O:10][CH2:11][CH:12]1[C:24]2[CH:23]=[CH:22][CH:21]=[CH:20][C:19]=2[C:18]2[C:13]1=[CH:14][CH:15]=[CH:16][CH:17]=2)[CH3:4] |f:0.1,3.4.5|. Reported procedure: A solution of D-Alaninamide hydrochloride (3 g) in 10% sodium carbonate solution (50 ml) and dioxan (50 ml) was treated with FMOC chloride (6.24 g) in dioxane (40 ml) and allowed to stir overnight. The mixture was diluted with water (500 ml) and the product collected by filtration and dried in vacuo to give 9.0 g of the subtitle compound. Reactants: COC(=O)C(=NO)c1ccccc1Oc1ccc(C)cc1, CO, Cl, [Na+], [OH-], O. The product is Cc1ccc(Oc2ccccc2C(=NO)C(=O)O)cc1. RXN SMILES: [CH3:1][O:2][C:3]([C:4](=[N:5][OH:6])[c:7]1[c:8]([O:13][c:14]2[cH:15][cH:16][c:17]([CH3:20])[cH:18][cH:19]2)[cH:9][cH:10][cH:11][cH:12]1)=[O:21].[CH3:22][OH:23].[ClH:26].[Na+:25].[OH-:24].[OH2:27]>>[O:2]=[C:3]([C:4](=[N:5][OH:6])[c:7]1[c:8]([O:13][c:14]2[cH:15][cH:16][c:17]([CH3:20])[cH:18][cH:19]2)[cH:9][cH:10][cH:11][cH:12]1)[OH:21]. Starting materials: P(O)(O)=O.C(C)(C)C(\C=C\C1=NN(C=N1)C(C1=CC=CC=C1)(C1=CC=CC=C1)C1=CC=CC=C1)(F)C(C)C (Diisopropyl E-1-fluoro-3(1-trityl-1,2,4-triazol-3-yl)prop-2-ene phosphonate). Reagents/catalysts: [Pd] (palladium on carbon). Solvent: C(C)(C)O (isopropanol). Product: P(O)(O)=O.C(C)(C)C(CCC1=NN(C=N1)C(C1=CC=CC=C1)(C1=CC=CC=C1)C1=CC=CC=C1)(F)C(C)C (diisopropyl 1-fluoro-3(1-trityl-1,2,4-triazol-3-yl)propane phosphonate). Yield: 38.6%. Reaction SMILES: [PH:1](=[O:4])([OH:3])[OH:2].[CH:5]([C:8]([CH:36]([CH3:38])[CH3:37])([F:35])/[CH:9]=[CH:10]/[C:11]1[N:15]=[CH:14][N:13]([C:16]([C:29]2[CH:34]=[CH:33][CH:32]=[CH:31][CH:30]=2)([C:23]2[CH:28]=[CH:27][CH:26]=[CH:25][CH:24]=2)[C:17]2[CH:22]=[CH:21][CH:20]=[CH:19][CH:18]=2)[N:12]=1)([CH3:7])[CH3:6]>C(O)(C)C.[Pd]>[PH:1](=[O:2])([OH:4])[OH:3].[CH:36]([C:8]([CH:5]([CH3:7])[CH3:6])([F:35])[CH2:9][CH2:10][C:11]1[N:15]=[CH:14][N:13]([C:16]([C:29]2[CH:30]=[CH:31][CH:32]=[CH:33][CH:34]=2)([C:23]2[CH:24]=[CH:25][CH:26]=[CH:27][CH:28]=2)[C:17]2[CH:22]=[CH:21][CH:20]=[CH:19][CH:18]=2)[N:12]=1)([CH3:37])[CH3:38] |f:0.1,4.5|. Procedure details: Diisopropyl E-1-fluoro-3(1-trityl-1,2,4-triazol-3-yl)prop-2-ene phosphonate (0.62 g, prepared as described in Example 19), was hydrogenated in dry isopropanol (10 ml) over 10% palladium on carbon (0.20 g) over a period of five days. The solution was filtered through Hyflo Super-Cel and evaporated under reduced pressure. The residue was chromatographed on silica, using ethyl acetate then ethyl acetate-ethanol (9:1) as eluant, to give diisopropyl 1-fluoro-3(1-trityl-1,2,4-triazol-3-yl)propane phos...